This data is from the Open Reaction Database (ORD), a public repository of structured organic reaction records. The task is: describe an organic reaction: reactants, conditions, products, and yield Reactants: BrC1C(=O)OCC1 (α-bromo-γ-butyrolactone), C(C)(C)(C)OC(=O)NNC(C1=C(C=C(C=C1)N1C(O[C@H](C1)CNC(=O)OC(C)(C)C)=O)F)=S (N′-{4-[5(S)-(tert-butoxycarbonylaminomethyl)-2-oxo-oxazolidin-3-yl]-2-fluorothiobenzoyl}-hydrazinecarboxylic acid tert-butyl ester), Intermediate II. The product is C(C)(C)(C)OC(=O)NN=C(SC1C(OCC1)=O)C1=C(C=C(C=C1)N1C(O[C@H](C1)CNC(=O)OC(C)(C)C)=O)F (N′-[{4-[5(S)-(tert-Butoxycarbonylaminomethyl)-2-oxo-oxazolidin-3-yl]-2-fluorophenyl}-(2-oxo-tetrahydro-furan-3-ylsulfanyl)-methylene]-hydrazinecarboxylic acid tert-butyl ester). Reaction SMILES: Br[CH:2]1[CH2:7][CH2:6][O:5][C:3]1=[O:4].[C:8]([O:12][C:13]([NH:15][NH:16][C:17](=[S:40])[C:18]1[CH:23]=[CH:22][C:21]([N:24]2[CH2:28][C@H:27]([CH2:29][NH:30][C:31]([O:33][C:34]([CH3:37])([CH3:36])[CH3:35])=[O:32])[O:26][C:25]2=[O:38])=[CH:20][C:19]=1[F:39])=[O:14])([CH3:11])([CH3:10])[CH3:9]>>[C:8]([O:12][C:13]([NH:15][N:16]=[C:17]([C:18]1[CH:23]=[CH:22][C:21]([N:24]2[CH2:28][C@H:27]([CH2:29][NH:30][C:31]([O:33][C:34]([CH3:37])([CH3:36])[CH3:35])=[O:32])[O:26][C:25]2=[O:38])=[CH:20][C:19]=1[F:39])[S:40][CH:2]1[CH2:7][CH2:6][O:5][C:3]1=[O:4])=[O:14])([CH3:9])([CH3:11])[CH3:10]. Procedure details: Prepared from α-bromo-γ-butyrolactone (0.021 ml, 0.227 mmol) and N′-{4-[5(S)-(tert-butoxycarbonylaminomethyl)-2-oxo-oxazolidin-3-yl]-2-fluorothiobenzoyl}-hydrazinecarboxylic acid tert-butyl ester (0.100 g, 0.206 mmol) according to the procedure of Example 1, Intermediate II (0.95 g, 80%); MS (m/z): [M+H]+=569. The reactants are Cl (HCl), C(C)C1=C(N)C(=CC(=C1)C)CC (2,6-diethyl-4-methylaniline), BrBr (Bromine), Cl (HCl). The solvent is O (water). Conditions: time 3.75 hour. Product: BrC=1C(=C(N)C(=CC1C)CC)CC (3-Bromo-2,6-diethyl-4-methylaniline). RXN SMILES: Cl.[CH2:2]([C:4]1[CH:10]=[C:9]([CH3:11])[CH:8]=[C:7]([CH2:12][CH3:13])[C:5]=1[NH2:6])[CH3:3].[Br:14]Br>O>[Br:14][C:10]1[C:4]([CH2:2][CH3:3])=[C:5]([C:7]([CH2:12][CH3:13])=[CH:8][C:9]=1[CH3:11])[NH2:6]. Reported procedure: Concentrated HCl (10 ml) is cooled to 5° C. in an ice-water bath and 1.63 g of 2,6-diethyl-4-methylaniline is added dropwise to give a slurry. Bromine (1.59 g) with 10 ml of concentrated HCl is added dropwise over 30 minutes. The reaction is allowed to stir for 3.75 hours and 25 ml of distilled water is added. After cooling for 1.0 hour, the reaction mixture is filtered and washed twice with 25 ml of cold distilled water. After drying under vacuum for about 16 hours, the crude solid (2.3 g) is d... Starting materials: [N+](=O)([O-])C=1C=C(NC(C2=CC=C(C=C2)N2CCOCC2)=O)C=CC1[N+](=O)[O-] (3,4-dinitro-N-(4-morpholin-4-ylbenzoyl)aniline), N1(CCOCC1)C1=CC=C(C=C1)NC(=O)C1=CC=C(C=O)C=C1 (4-(4-morpholinylphenyl)aminocarbonylbenzaldehyde). The product is O1CCN(CC1)C1=CC=C(C(=O)NC2=CC3=C(NC(=N3)C3=CC=C(C=C3)C(NC3=CC=C(C=C3)N3CCOCC3)=O)C=C2)C=C1 (4-morpholino-N-(2-(4-((4-morpholinophenyl)carbamoyl)phenyl)-1H-benzo[d]imidazol-5-yl)benzamide). Reaction SMILES: [N+:1]([C:4]1[CH:5]=[C:6]([CH:22]=[CH:23][C:24]=1[N+:25]([O-])=O)[NH:7][C:8](=[O:21])[C:9]1[CH:14]=[CH:13][C:12]([N:15]2[CH2:20][CH2:19][O:18][CH2:17][CH2:16]2)=[CH:11][CH:10]=1)([O-])=O.[N:28]1([C:34]2[CH:39]=[CH:38][C:37]([NH:40][C:41]([C:43]3[CH:50]=[CH:49][C:46]([CH:47]=O)=[CH:45][CH:44]=3)=[O:42])=[CH:36][CH:35]=2)[CH2:33][CH2:32][O:31][CH2:30][CH2:29]1>>[O:18]1[CH2:19][CH2:20][N:15]([C:12]2[CH:13]=[CH:14][C:9]([C:8]([NH:7][C:6]3[CH:22]=[CH:23][C:24]4[NH:25][C:47]([C:46]5[CH:49]=[CH:50][C:43]([C:41](=[O:42])[NH:40][C:37]6[CH:38]=[CH:39][C:34]([N:28]7[CH2:29][CH2:30][O:31][CH2:32][CH2:33]7)=[CH:35][CH:36]=6)=[CH:44][CH:45]=5)=[N:1][C:4]=4[CH:5]=3)=[O:21])=[CH:10][CH:11]=2)[CH2:16][CH2:17]1. Procedure: Compound 195 was prepared according to the procedure similar to that described in Scheme III from 3,4-dinitro-N-(4-morpholin-4-ylbenzoyl)aniline and 4-(4-morpholinylphenyl)aminocarbonylbenzaldehyde. [M+H]+ calcd for C35H34N6O4: 603.26; found: 603.36. The product is CC(=O)Nc1ccc2c(c1)CCC(COC1CCCCO1)O2. Reaction SMILES: [C:20]([CH3:21])(=[O:22])[O:23][C:24](=[O:25])[CH3:26].[O:1]1[CH:2]([O:7][CH2:8][CH:9]2[O:10][c:11]3[c:12]([cH:15][c:16]([NH2:19])[cH:17][cH:18]3)[CH2:13][CH2:14]2)[CH2:3][CH2:4][CH2:5][CH2:6]1.[cH:27]1[cH:28][cH:29][n:30][cH:31][cH:32]1>>[O:1]1[CH:2]([O:7][CH2:8][CH:9]2[O:10][c:11]3[c:12]([cH:15][c:16]([NH:19][C:20]([CH3:21])=[O:22])[cH:17][cH:18]3)[CH2:13][CH2:14]2)[CH2:3][CH2:4][CH2:5][CH2:6]1. The reactants are CC(=O)OC(C)=O, Nc1ccc2c(c1)CCC(COC1CCCCO1)O2, c1ccncc1.